From a dataset of the Open Reaction Database (ORD), a public repository of structured organic reaction records. describe an organic reaction: reactants, conditions, products, and yield Starting materials: C(C=C)OC1=C(C(=N)N)C=CC=C1 (2-Allyloxybenzamidine), ClC1=NC(=NC=C1C(=O)OCC)SC (ethyl 4-chloro-2-methylthio-5-pyrimidine carboxylate). Solvent: C(C)#N (acetonitrile), C(C)#N (acetonitrile). Conditions: temperature 2 celsius, time 8 hour. The product is CSC1=NC=C2C(=N1)N=C(NC2=O)C2=C(C=CC=C2)OCC=C (7-Methylthio-2 (2-allyloxyphenyl)-4-oxo-3,4-dihydropyrimido [4.5-d]pyrimidine). The yield is 235.6%. As a reaction SMILES: [CH2:1]([O:4][C:5]1[CH:13]=[CH:12][CH:11]=[CH:10][C:6]=1[C:7]([NH2:9])=[NH:8])[CH:2]=[CH2:3].Cl[C:15]1[C:20]([C:21](OCC)=[O:22])=[CH:19][N:18]=[C:17]([S:26][CH3:27])[N:16]=1>C(#N)C>[CH3:27][S:26][C:17]1[N:18]=[C:19]2[N:8]=[C:7]([C:6]3[CH:10]=[CH:11][CH:12]=[CH:13][C:5]=3[O:4][CH2:1][CH:2]=[CH2:3])[NH:9][C:21](=[O:22])[C:20]2=[CH:15][N:16]=1. Reported procedure: 2-Allyloxybenzamidine (from sodium, 0.22 g, in ethanol, 100 ml, and 2 allyloxybenzamidine hydrochloride, 2.00 g) was dissolved in acetonitrile (50 ml) and the resulting cooled (2° C.) solution was added to a cooled (2° C.) solution of ethyl 4-chloro-2-methylthio-5-pyrimidine carboxylate (2.19 g) in acetonitrile (50 ml). The temperature was allowed to rise and the reaction mixture was stirred overnight at ambient temperature. The volume of the reaction mixture was reduced by evaporation under red... Reactants: ClC1=C(C=C(C=C1N1C[C@H]2N(CC1)C[C@@H](C2)O)C#N)NC(OC(C)(C)C)=O ((+/−)-tert-butyl (2-chloro-5-cyano-3-((7R,8aS)-7-hydroxyhexahydropyrrolo[1,2-a]pyrazin-2(1H)-yl)phenyl)carbamate), C(=O)(C(F)(F)F)O (TFA), ClC(C)Cl (dichloroethane). The solvent is ClCCl (dichloromethane). The product is NC=1C=C(C#N)C=C(C1Cl)N1C[C@H]2N(CC1)C[C@@H](C2)O ((+/−)-3-amino-4-chloro-5-((7R,8aS)-7-hydroxyhexahydropyrrolo[1,2-a]pyrazin-2(1H)-yl)benzonitrile). Isolated yield 79.9%. Reaction SMILES: [Cl:1][C:2]1[C:7]([N:8]2[CH2:13][CH2:12][N:11]3[CH2:14][C@H:15]([OH:17])[CH2:16][C@H:10]3[CH2:9]2)=[CH:6][C:5]([C:18]#[N:19])=[CH:4][C:3]=1[NH:20]C(=O)OC(C)(C)C.C(O)(C(F)(F)F)=O.ClC(Cl)C>ClCCl>[NH2:20][C:3]1[CH:4]=[C:5]([CH:6]=[C:7]([N:8]2[CH2:13][CH2:12][N:11]3[CH2:14][C@H:15]([OH:17])[CH2:16][C@H:10]3[CH2:9]2)[C:2]=1[Cl:1])[C:18]#[N:19]. Procedure details: (+/−)-tert-butyl (2-chloro-5-cyano-3-((7R,8aS)-7-hydroxyhexahydropyrrolo[1,2-a]pyrazin-2(1H)-yl)phenyl)carbamate (Isomer B, 304 mg, 0.774 mmol) was treated with 25% TFA in dichloroethane (6 ml, 19.47 mmol) at room temperature for 1 h. The reaction mixture was diluted with dichloromethane and washed with saturated sodium bicarbonate/1N sodium hydroxide (pH 10). The aqueous layer was extracted with dichloromethane two more times. The combined organic layers were dried over magnesium sulfate, filte...